From a dataset of the Open Reaction Database (ORD), a public repository of structured organic reaction records. describe an organic reaction: reactants, conditions, products, and yield Starting materials: Compound 277, [Si](C1=CC=CC=C1)(C1=CC=CC=C1)(C(C)(C)C)OCC#C (3-[(tert-butyldiphenylsilyl)oxy]propyne), [Si](C1=CC=CC=C1)(C1=CC=CC=C1)(C(C)(C)C)OCC#C (3-[(tert-butyldiphenylsilyl)oxy]propyne), C(C)NCC (diethylamine). Reagents/catalysts: Cl[Pd]([P](C1=CC=CC=C1)(C2=CC=CC=C2)C3=CC=CC=C3)([P](C4=CC=CC=C4)(C5=CC=CC=C5)C6=CC=CC=C6)Cl (bis(triphenylphosphine)palladium(II) chloride), [Cu]I (copper (I) iodide). Solvent: C(C)(=O)OCC (ethyl acetate). Conditions: time 11 hour. Product: [Si](C1=CC=CC=C1)(C1=CC=CC=C1)(C(C)(C)C)OCC#CC1=CC2=C3CCCCC3=CN=C2C=C1 (2-[3-[(tert-Butyldiphenylsilyl)oxy]propynyl]-7,8,9,10-tetrahydrophenanthridine). Yield: 149.1%. RXN SMILES: [Si:1]([O:18][CH2:19][C:20]#[CH:21])([C:14]([CH3:17])([CH3:16])[CH3:15])([C:8]1[CH:13]=[CH:12][CH:11]=[CH:10][CH:9]=1)[C:2]1[CH:7]=[CH:6][CH:5]=[CH:4][CH:3]=1.[CH2:22]([NH:24][CH2:25][CH3:26])[CH3:23]>C(OCC)(=O)C.[Cu]I.Cl[Pd](Cl)([P](C1C=CC=CC=1)(C1C=CC=CC=1)C1C=CC=CC=1)[P](C1C=CC=CC=1)(C1C=CC=CC=1)C1C=CC=CC=1>[Si:1]([O:18][CH2:19][C:20]#[C:21][C:2]1[CH:3]=[CH:4][C:25]2[C:26](=[C:10]3[C:23](=[CH:22][N:24]=2)[CH2:12][CH2:13][CH2:8][CH2:9]3)[CH:7]=1)([C:14]([CH3:15])([CH3:16])[CH3:17])([C:8]1[CH:9]=[CH:10][CH:11]=[CH:12][CH:13]=1)[C:2]1[CH:7]=[CH:6][CH:5]=[CH:4][CH:3]=1 |^1:37,56|. Procedure: To a mixture of Compound 277 (1.28 g, 3.86 mmol), 3-[(tert-butyldiphenylsilyl)oxy]propyne (Compound 278, 1.48 g, 5.02 mmol), and diethylamine (800 mL, 7.73 mmol) in dry degassed N,N-dimethylformamide (7.7 mL) was added copper (I) iodide (74 mg, 0.39 mmol) followed by bis(triphenylphosphine)palladium(II) chloride (135 mg, 0.19 mmol). After being stirred in the dark for 11 hours under argon, the mixture was diluted with ethyl acetate (50 mL) and washed with saturated aqueous sodium bicarbonate (20... Reactants: C(C)(=O)OC(C)=O (Acetic anhydride), N1(CCCCC1)[C@@H]1CC[C@@H]2CC[C@H]3[C@@H]4C[C@@H]([C@@H]([C@@]4(C)CC[C@@H]3[C@]2(C1)C)O)N1CCCCC1 (2β,16β-di-(1-piperidinyl)-5α-androstan-17β-ol), C([O-])([O-])=O.[Na+].[Na+] (sodium carbonate). The solvent is N1=CC=CC=C1 (pyridine). Conditions: time 19 hour. Product: C(C)(=O)O[C@@H]1[C@]2(C)[C@@H](C[C@@H]1N1CCCCC1)[C@@H]1CC[C@H]3CC[C@H](C[C@]3(C)[C@H]1CC2)N2CCCCC2 (2β,16β-di-(1-piperidinyl)-5α-androstan-17β-ol acetate). RXN SMILES: [C:1](OC(=O)C)(=[O:3])[CH3:2].[N:8]1([C@H:14]2[CH2:31][C@@:30]3([CH3:32])[C@@H:17]([CH2:18][CH2:19][C@@H:20]4[C@@H:29]3[CH2:28][CH2:27][C@@:25]3([CH3:26])[C@H:21]4[CH2:22][C@H:23]([N:34]4[CH2:39][CH2:38][CH2:37][CH2:36][CH2:35]4)[C@@H:24]3[OH:33])[CH2:16][CH2:15]2)[CH2:13][CH2:12][CH2:11][CH2:10][CH2:9]1.C(=O)([O-])[O-].[Na+].[Na+]>N1C=CC=CC=1>[C:1]([O:33][C@H:24]1[C@@H:23]([N:34]2[CH2:35][CH2:36][CH2:37][CH2:38][CH2:39]2)[CH2:22][C@H:21]2[C@H:20]3[C@H:29]([CH2:28][CH2:27][C@:25]12[CH3:26])[C@:30]1([CH3:32])[C@H:17]([CH2:16][CH2:15][C@@H:14]([N:8]2[CH2:9][CH2:10][CH2:11][CH2:12][CH2:13]2)[CH2:31]1)[CH2:18][CH2:19]3)(=[O:3])[CH3:2] |f:2.3.4|. Reported procedure: Acetic anhydride (1.21 ml) was added to a solution of 2β,16β-di-(1-piperidinyl)-5α-androstan-17β-ol (3.77 g) in dry pyridine (75 ml) at 0°-5° C. and the solution was set aside at room temperature for 19 h. Saturated sodium carbonate solution (40 ml) was added to precipitate the product, which was filtered off and washed well with water (200 ml). A solution of the crude product in diethyl ether (50 ml) was washed with water (2×100 ml), dried (MgSO4) and concentrated to afford 2β,16β-di-(1-piperid...